From a dataset of the Open Reaction Database (ORD), a public repository of structured organic reaction records. describe an organic reaction: reactants, conditions, products, and yield The reactants are BrCC#N (bromoacetonitrile), [K] (potassium), C[Si](N[Si](C)(C)C)(C)C (hexamethyl disilazane), O=C(CCCC(=O)O)C (5-oxohexanoic acid), [N+](=[N-])=C (diazomethane), [BH4-].[Na+] (sodium borohydride). Yields the product C(#N)CCC(CCCC(=O)OC)O (methyl 7-cyano-5-hydroxyheptanoate). Reaction SMILES: [O:1]=[C:2]([CH3:9])[CH2:3][CH2:4][CH2:5][C:6]([OH:8])=[O:7].Br[CH2:11][C:12]#[N:13].[K].[CH3:15][Si](C)(C)N[Si](C)(C)C.[N+](=C)=[N-].[BH4-].[Na+]>>[C:12]([CH2:11][CH2:9][CH:2]([OH:1])[CH2:3][CH2:4][CH2:5][C:6]([O:8][CH3:15])=[O:7])#[N:13] |f:5.6,^1:13|. Procedure: Hex-5-enoic acid is first converted to the corresponding epoxide with e.g. m-chloroperbenzoic acid and esterified with diazomethane to the methyl ester which is then condensed with acetonitrile in the presence of lithium diisopropylamide (LDA) to yield methyl 7-cyano-5-hydroxyheptanoate. Alternatively, 5-oxohexanoic acid is condensed with bromoacetonitrile in the presence of e.g. the potassium salt of hexamethyl disilazane, followed by esterification with e.g. diazomethane and reduction with sod... Starting materials: CC(C)(C)OC(=O)c1ccc(OCC(O)COc2ccc(CCCO[Si](c3ccccc3)(c3ccccc3)C(C)(C)C)cc2)cc1, CCOC(C)=O, ClCCl. Yields the product CC(C)(C)OC(=O)c1ccc(OCC(=O)COc2ccc(CCCO[Si](c3ccccc3)(c3ccccc3)C(C)(C)C)cc2)cc1. Reaction SMILES: [C:1]([CH3:2])([CH3:3])([CH3:4])[Si:5]([O:6][CH2:7][CH2:8][CH2:9][c:10]1[cH:11][cH:12][c:13]([O:14][CH2:15][CH:16]([CH2:17][O:18][c:19]2[cH:20][cH:21][c:22]([C:25](=[O:26])[O:27][C:28]([CH3:29])([CH3:30])[CH3:31])[cH:23][cH:24]2)[OH:32])[cH:33][cH:34]1)([c:35]1[cH:36][cH:37][cH:38][cH:39][cH:40]1)[c:41]1[cH:42][cH:43][cH:44][cH:45][cH:46]1.[CH3:50][CH2:51][O:52][C:53](=[O:54])[CH3:55].[Cl:47][CH2:48][Cl:49]>>[C:1]([CH3:2])([CH3:3])([CH3:4])[Si:5]([O:6][CH2:7][CH2:8][CH2:9][c:10]1[cH:11][cH:12][c:13]([O:14][CH2:15][C:16]([CH2:17][O:18][c:19]2[cH:20][cH:21][c:22]([C:25](=[O:26])[O:27][C:28]([CH3:29])([CH3:30])[CH3:31])[cH:23][cH:24]2)=[O:32])[cH:33][cH:34]1)([c:35]1[cH:36][cH:37][cH:38][cH:39][cH:40]1)[c:41]1[cH:42][cH:43][cH:44][cH:45][cH:46]1. The reactants are COC1=CC=C(CN2[C@H]([C@H](CCC2)C)C(=O)N)C=C1 (rac-cis-1-(4-Methoxybenzyl)-3-methylpiperidine-2-carboxamide), [H-].[H-].[H-].[H-].[Li+].[Al+3] (LiAlH4). The solvent is C1CCOC1 (THF). Reaction conditions: temperature 0 celsius, time 1 hour. Yields the product COC1=CC=C(CN2[C@H]([C@H](CCC2)C)CN)C=C1 (rac-cis-(1-(4-methoxybenzyl)-3-methylpiperidin-2-yl)methanamine). RXN SMILES: [CH3:1][O:2][C:3]1[CH:19]=[CH:18][C:6]([CH2:7][N:8]2[CH2:13][CH2:12][CH2:11][C@H:10]([CH3:14])[C@@H:9]2[C:15]([NH2:17])=O)=[CH:5][CH:4]=1.[H-].[H-].[H-].[H-].[Li+].[Al+3]>C1COCC1>[CH3:1][O:2][C:3]1[CH:19]=[CH:18][C:6]([CH2:7][N:8]2[CH2:13][CH2:12][CH2:11][C@H:10]([CH3:14])[C@@H:9]2[CH2:15][NH2:17])=[CH:5][CH:4]=1 |f:1.2.3.4.5.6|. Procedure: rac-cis-1-(4-Methoxybenzyl)-3-methylpiperidine-2-carboxamide (0.61 g, 2.33 mmol) was added portionwise to a suspension of LiAlH4 (0.30 g, 7.50 mmol) and THF (12 mL) and heated to reflux for 14 h. The reaction mixture was then cooled to 0° C. and quenched with water and NaOH (aq.). The resulting mixture was stirred at rt for 1 h, filtered and the filtrated was concentrated in vacuo to provide rac-cis-(1-(4-methoxybenzyl)-3-methylpiperidin-2-yl)methanamine as a colorless oil, used as-is without fu... Yields the product Cn1c(C(C)(C)O)cc2ccccc21. The reactants are [Li]CCCC, CCCCCC, Cn1ccc2ccccc21, CC(C)=O, C1CCOC1. RXN SMILES: [CH2:17]([Li:18])[CH2:19][CH2:20][CH3:21].[CH3:11][CH2:12][CH2:13][CH2:14][CH2:15][CH3:16].[CH3:1][n:2]1[cH:3][cH:4][c:5]2[cH:6][cH:7][cH:8][cH:9][c:10]12.[CH3:22][C:23]([CH3:24])=[O:25].[O:26]1[CH2:27][CH2:28][CH2:29][CH2:30]1>>[CH3:1][n:2]1[c:3]([C:23]([CH3:22])([CH3:24])[OH:25])[cH:4][c:5]2[cH:6][cH:7][cH:8][cH:9][c:10]12. The reactants are NC1=CC(=C(OC2=C3C(=NC=C2)NC=C3C#N)C=C1)F (4-(4-amino-2-fluorophenoxy)-1H-pyrrolo[2,3-b]pyridine-3-carbonitrile), [OH-].[Na+] (sodium hydroxide), ClC1=NC(=NC=C1)N (4-chloropyrimidine-2-amine), Cl (hydrochloric acid). Solvent: O (water), O (water), C(C)O (ethanol). Product: NC1=NC=CC(=N1)NC1=CC(=C(OC2=C3C(=NC=C2)NC=C3C#N)C=C1)F (4-{4-[(2-Aminopyrimidin-4-yl)amino]-2-fluorophenoxy}-1H-pyrrolo[2,3-b]pyridine-3-carbonitrile). RXN SMILES: [NH2:1][C:2]1[CH:19]=[CH:18][C:5]([O:6][C:7]2[CH:12]=[CH:11][N:10]=[C:9]3[NH:13][CH:14]=[C:15]([C:16]#[N:17])[C:8]=23)=[C:4]([F:20])[CH:3]=1.Cl[C:22]1[CH:27]=[CH:26][N:25]=[C:24]([NH2:28])[N:23]=1.Cl.[OH-].[Na+]>O.C(O)C>[NH2:28][C:24]1[N:25]=[C:26]([NH:1][C:2]2[CH:19]=[CH:18][C:5]([O:6][C:7]3[CH:12]=[CH:11][N:10]=[C:9]4[NH:13][CH:14]=[C:15]([C:16]#[N:17])[C:8]=34)=[C:4]([F:20])[CH:3]=2)[CH:27]=[CH:22][N:23]=1 |f:3.4|. Procedure details: 200 mg (0.66 mmol) of 4-(4-amino-2-fluorophenoxy)-1H-pyrrolo[2,3-b]pyridine-3-carbonitrile and 104 mg (0.72 mmol) of 4-chloropyrimidine-2-amine are suspended in 9 ml of water and 4.5 ml of ethanol. 0.33 ml (1.31 mmol) of 4N hydrochloric acid is added, and the mixture is heated at reflux for 2 h. The mixture is made alkaline using concentrated aqueous sodium hydroxide solution, diluted with water and extracted with ethyl acetate. The organic phase is separated off and concentrated. The crude prod... Reactants: C=CCN(C(=O)OCc1ccccc1)C1CC(NC(=O)C(F)(F)F)c2cc(OC)ccc21, CO, [K+], [K+], O=C([O-])[O-], O. Yields the product C=CCN(C(=O)OCc1ccccc1)C1CC(N)c2cc(OC)ccc21. Reaction SMILES: [CH2:1]([CH:2]=[CH2:3])[N:4]([C:5]([O:6][CH2:7][c:8]1[cH:9][cH:10][cH:11][cH:12][cH:13]1)=[O:14])[CH:15]1[CH2:16][CH:17]([NH:26][C:27](=[O:28])[C:29]([F:30])([F:31])[F:32])[c:18]2[cH:19][c:20]([O:24][CH3:25])[cH:21][cH:22][c:23]21.[CH3:40][OH:41].[K+:33].[K+:34].[O-:35][C:36]([O-:37])=[O:38].[OH2:39]>>[CH2:1]([CH:2]=[CH2:3])[N:4]([C:5]([O:6][CH2:7][c:8]1[cH:9][cH:10][cH:11][cH:12][cH:13]1)=[O:14])[CH:15]1[CH2:16][CH:17]([NH2:26])[c:18]2[cH:19][c:20]([O:24][CH3:25])[cH:21][cH:22][c:23]21.